This data is from the Open Reaction Database (ORD), a public repository of structured organic reaction records. The task is: describe an organic reaction: reactants, conditions, products, and yield The reactants are C(C)(C)(C)OC(=O)N1CCC=2C=3C(=C(C(=NC3SC2C1)C)C(C)=O)C1=CC=CC=C1 (3-acetyl-2-methyl-4-phenyl-5,8-dihydro-6H-9-thia-1,7-diaza-fluorene-7-carboxylic acid tert-butyl ester), FC(C(=O)O)(F)F (trifluoroacetic acid), C(=O)(O)[O-].[Na+] (NaHCO3). The solvent is ClCCl (dicloromethane). Yields the product CC1=NC=2SC=3CNCCC3C2C(=C1C(C)=O)C1=CC=CC=C1 (1-(2-methyl-4-phenyl-5,6,7,8-tetrahydro-9-thia-1,7-diaza-fluoren-3-yl)-ethanone). The yield is 93.0%. RXN SMILES: C(OC([N:8]1[CH2:20][C:19]2[S:18][C:17]3[N:16]=[C:15]([CH3:21])[C:14]([C:22](=[O:24])[CH3:23])=[C:13]([C:25]4[CH:30]=[CH:29][CH:28]=[CH:27][CH:26]=4)[C:12]=3[C:11]=2[CH2:10][CH2:9]1)=O)(C)(C)C.FC(F)(F)C(O)=O.C([O-])(O)=O.[Na+]>ClCCl>[CH3:21][C:15]1[C:14]([C:22](=[O:24])[CH3:23])=[C:13]([C:25]2[CH:30]=[CH:29][CH:28]=[CH:27][CH:26]=2)[C:12]2[C:11]3[CH2:10][CH2:9][NH:8][CH2:20][C:19]=3[S:18][C:17]=2[N:16]=1 |f:2.3|. Reported procedure: To a stirred solution of 70 mg (0.16 mmol) 3-acetyl-2-methyl-4-phenyl-5,8-dihydro-6H-9-thia-1,7-diaza-fluorene-7-carboxylic acid tert-butyl ester in 3 ml dicloromethane was added 0.2 ml trifluoroacetic acid. The mixture was stirred over night at RT, and then poured onto an aqueous solution of NaHCO3, and extracted three times with ethyl acetate. The combined organic phases were dried over sodium sulfate and concentrated in vacuo to afford 48 mg (94%) 1-(2-methyl-4-phenyl-5,6,7,8-tetrahydro-9-thi... As a reaction SMILES: [C:1]([CH3:2])([CH3:3])([CH3:4])[O:5][C:6]([NH:7][c:8]1[cH:9][c:10]([O:22][C:23]([CH3:24])([CH3:25])[CH3:26])[c:11](-[c:15]2[cH:16][cH:17][c:18]([F:21])[cH:19][cH:20]2)[cH:12][c:13]1[NH2:14])=[O:27].[CH2:28]([O:30][C:31](=[O:29])[CH2:32][C:33]([c:34]1[cH:35][c:36](-[n:40]2[n:41][n:42][cH:43][cH:44]2)[cH:37][cH:38][cH:39]1)=[O:45])[CH3:46]>>[C:1]([CH3:2])([CH3:3])([CH3:4])[O:5][C:6]([NH:7][c:8]1[cH:9][c:10]([O:22][C:23]([CH3:24])([CH3:25])[CH3:26])[c:11](-[c:15]2[cH:16][cH:17][c:18]([F:21])[cH:19][cH:20]2)[cH:12][c:13]1[NH:14][C:31](=[O:30])[CH2:32][C:33]([c:34]1[cH:35][c:36](-[n:40]2[n:41][n:42][cH:43][cH:44]2)[cH:37][cH:38][cH:39]1)=[O:45])=[O:27]. The product is CC(C)(C)OC(=O)Nc1cc(OC(C)(C)C)c(-c2ccc(F)cc2)cc1NC(=O)CC(=O)c1cccc(-n2ccnn2)c1. Reactants: CC(C)(C)OC(=O)Nc1cc(OC(C)(C)C)c(-c2ccc(F)cc2)cc1N, CCOC(=O)CC(=O)c1cccc(-n2ccnn2)c1. Starting materials: C1(=CC=CC=C1)C=1N=C(NC1C1=CC=CC=C1)SCCCCCNCCCCCCC (N-[5-(4,5-diphenyl-1H-imidazol-2-ylthio)pentyl]-1-heptanamine), CN=C=O (methylisocyanate). Solvent: CCCCCC (hexane). Conditions: time 18 hour. The product is C1(=CC=CC=C1)C=1N=C(NC1C1=CC=CC=C1)SCCCCCN(C(=O)NC)CCCCCCC (N-[5-(4,5-diphenyl-1H-imidazol-2-ylthio)pentyl]-N-heptyl-N'-methylurea). Yield: 67.1%. As a reaction SMILES: [C:1]1([C:7]2[N:8]=[C:9]([S:18][CH2:19][CH2:20][CH2:21][CH2:22][CH2:23][NH:24][CH2:25][CH2:26][CH2:27][CH2:28][CH2:29][CH2:30][CH3:31])[NH:10][C:11]=2[C:12]2[CH:17]=[CH:16][CH:15]=[CH:14][CH:13]=2)[CH:6]=[CH:5][CH:4]=[CH:3][CH:2]=1.[CH3:32][N:33]=[C:34]=[O:35]>CCCCCC>[C:1]1([C:7]2[N:8]=[C:9]([S:18][CH2:19][CH2:20][CH2:21][CH2:22][CH2:23][N:24]([CH2:25][CH2:26][CH2:27][CH2:28][CH2:29][CH2:30][CH3:31])[C:34]([NH:33][CH3:32])=[O:35])[NH:10][C:11]=2[C:12]2[CH:13]=[CH:14][CH:15]=[CH:16][CH:17]=2)[CH:2]=[CH:3][CH:4]=[CH:5][CH:6]=1. Procedure details: To a solution of N-[5-(4,5-diphenyl-1H-imidazol-2-ylthio)pentyl]-1-heptanamine (0.30 g, 0.0007 mol) in hexane (15 mL) was added methylisocyanate (0.06 mL, 0.057 g, 0.001 mol) and the reaction mixture was stirred at ambient temperature for 18 hours. The reaction mixture was concentrated under vacuum and the residue was chromatographed with 1:1 hexane-ethyl acetate. The resulting oil was triturated with hexane to give the title compound (0.23 g, 0.00047 mol) as a white solid, mp 93°-96°. 1H NMR (C... The reactants are ClC=1C=C(C=CC1Cl)S(=O)(=O)C1CCN(CC1)C1CCN(CC1)C(=O)C1=CC=CC=C1 ([4-(3,4-Dichloro-benzenesulfonyl)-[1,4′]bipiperidinyl-1′-yl]-phenyl-methanone), C(C1=CC=CC=C1)(=O)O (benzoic acid), ClC=1C=C(C=CC1Cl)S(=O)(=O)C1CCN(CC1)C1CCN(CC1)C(=O)C1=CC=CC=C1 ([4-(3,4-Dichloro-benzenesulfonyl)-[1,4′]bipiperidinyl-1′-yl]-phenyl-methanone), ClC=1C=C(C=CC1Cl)S(=O)(=O)C1CCN(CC1)C1CCNCC1 (4-(3,4-Dichloro-benzenesulfonyl)-[1,4′]bipiperidinyl). Product: ClC=1C=C(C=CC1Cl)S(=O)(=O)C1CCN(CC1)C1CCN(CC1)C(=O)C1=CC=C(C=C1)S(=O)(=O)C ([4-(3,4-dichloro-benzenesulfonyl)-[1,4′]bipiperidinyl-1′-yl]-(4-methanesulfonyl-phenyl)-methanone). As a reaction SMILES: [Cl:1][C:2]1[CH:3]=[C:4]([S:9]([CH:12]2[CH2:17][CH2:16][N:15]([CH:18]3[CH2:23][CH2:22][N:21]([C:24]([C:26]4[CH:31]=[CH:30][CH:29]=[CH:28][CH:27]=4)=[O:25])[CH2:20][CH2:19]3)[CH2:14][CH2:13]2)(=[O:11])=[O:10])[CH:5]=[CH:6][C:7]=1[Cl:8].ClC1C=[C:35]([S:40](C2CCN(C3CCNCC3)CC2)(=[O:42])=[O:41])C=CC=1Cl.C(O)(=O)C1C=CC=CC=1>>[Cl:1][C:2]1[CH:3]=[C:4]([S:9]([CH:12]2[CH2:17][CH2:16][N:15]([CH:18]3[CH2:19][CH2:20][N:21]([C:24]([C:26]4[CH:27]=[CH:28][C:29]([S:40]([CH3:35])(=[O:42])=[O:41])=[CH:30][CH:31]=4)=[O:25])[CH2:22][CH2:23]3)[CH2:14][CH2:13]2)(=[O:10])=[O:11])[CH:5]=[CH:6][C:7]=1[Cl:8]. Procedure details: 1H NMR (299.946 MHz, DMSO-D6) δ 1.34–1.62 (5H, m), 1.70–1.85 (4H, m), 2.13 (3H, t), 2.72–3.04 (4H, m), 3.27 (3H, s), 3.37–3.48 (1H, m), 4.44–4.52 (1H, m), 7.63 (2H, d), 7.81 (1H, dd), 7.95–8.00 (3H, m), 8.06 (1H, d). [4-(3,4-Dichloro-benzenesulfonyl)-[1,4′]bipiperidinyl-1′-yl]-phenyl-methanone (Compound 5 of Table V). The product of step 5 was coupled to benzoic acid following the procedure of Example 2 step c. 1H NMR (299.946 MHz, DMSO-D6) δ 1.31–1.69 (5H, m), 1.82 (3H, d), 2.15 (2H, d), 2.69–2... Starting materials: C[O-].[Na+].CO (Sodium methoxide methanol), ClC1=NC=C(C=C1)O (2-chloro-5-hydroxypyridine), CI (methyl iodide). Solvent: CN(C=O)C (N,N-dimethylformamide). Reaction conditions: time 1.5 hour. The product is ClC1=NC=C(C=C1)OC (2-Chloro-5-methoxypyridine). RXN SMILES: [CH3:1][O-].[Na+].CO.[Cl:6][C:7]1[CH:12]=[CH:11][C:10]([OH:13])=[CH:9][N:8]=1.CI>CN(C)C=O>[Cl:6][C:7]1[CH:12]=[CH:11][C:10]([O:13][CH3:1])=[CH:9][N:8]=1 |f:0.1.2|. Reported procedure: 28% Sodium methoxide-methanol (2.0 mL) was added dropwise to the above-obtained 2-chloro-5-hydroxypyridine (1.30 g) and methyl iodide (1.25 mL) in N,N-dimethylformamide (26 mL), followed by stirring at room temperature for 1.5 hours. The reaction mixture was partitioned by use of saturated aqueous ammonium chloride and ethyl acetate. The organic layer was washed with saturated brine, and then dried over magnesium sulfate anhydrate, followed by filtration. The solvent was removed under reduced pr... The reactants are C(C)(C)OC(=O)N1CCC(CC1)OC1=CC=NC2=C(C=CC=C12)Cl (4-(8-chloro-quinolin-4-yloxy)-piperidine-1-carboxylic acid isopropyl ester), C1(=CC=CC=C1)C (toluene), CSC1=CC=C(C=C1)B(O)O (4-methylthiophenylboronic acid), C([O-])([O-])=O.[Na+].[Na+] (sodium carbonate). Reagents/catalysts: C=1C=CC(=CC1)[P](C=2C=CC=CC2)(C=3C=CC=CC3)[Pd]([P](C=4C=CC=CC4)(C=5C=CC=CC5)C=6C=CC=CC6)([P](C=7C=CC=CC7)(C=8C=CC=CC8)C=9C=CC=CC9)[P](C=1C=CC=CC1)(C=1C=CC=CC1)C=1C=CC=CC1 (tetrakis(triphenylphosphine)palladium). The solvent is C(C)(=O)OCC (ethyl acetate). Yields the product C(C)(C)OC(=O)N1CCC(CC1)OC1=CC=NC2=C(C=CC=C12)C1=CC=C(C=C1)SC (4-[8-(4-methylsulfanyl-phenyl)-quinolin-4-yloxy]-piperidine-1-carboxylic acid isopropyl ester). Reaction SMILES: [CH:1]([O:4][C:5]([N:7]1[CH2:12][CH2:11][CH:10]([O:13][C:14]2[C:23]3[C:18](=[C:19](Cl)[CH:20]=[CH:21][CH:22]=3)[N:17]=[CH:16][CH:15]=2)[CH2:9][CH2:8]1)=[O:6])([CH3:3])[CH3:2].[CH3:25][S:26][C:27]1[CH:32]=[CH:31][C:30](B(O)O)=[CH:29][CH:28]=1.C(=O)([O-])[O-].[Na+].[Na+].C1(C)C=CC=CC=1>C(OCC)(=O)C.C1C=CC([P]([Pd]([P](C2C=CC=CC=2)(C2C=CC=CC=2)C2C=CC=CC=2)([P](C2C=CC=CC=2)(C2C=CC=CC=2)C2C=CC=CC=2)[P](C2C=CC=CC=2)(C2C=CC=CC=2)C2C=CC=CC=2)(C2C=CC=CC=2)C2C=CC=CC=2)=CC=1>[CH:1]([O:4][C:5]([N:7]1[CH2:12][CH2:11][CH:10]([O:13][C:14]2[C:23]3[C:18](=[C:19]([C:30]4[CH:31]=[CH:32][C:27]([S:26][CH3:25])=[CH:28][CH:29]=4)[CH:20]=[CH:21][CH:22]=3)[N:17]=[CH:16][CH:15]=2)[CH2:9][CH2:8]1)=[O:6])([CH3:3])[CH3:2] |f:2.3.4,^1:58,60,79,98|. Reported procedure: In a 25 mL round-bottomed flask equipped with a reflux condenser and N2 inlet septum was placed a stir bar, 4-(8-chloro-quinolin-4-yloxy)-piperidine-1-carboxylic acid isopropyl ester (198 mg, 0.57 mmol), 4-methylthiophenylboronic acid (287 mg, 1.7 mmol), tetrakis(triphenylphosphine)palladium (98 mg, 0.085 mmol), 2M sodium carbonate (0.6 mL) and toluene (4 mL). The mixture was refluxed 36 h under N2. The resulting mixture was diluted with ethyl acetate and extracted with H2O. The organic extract ...